This data is from the Open Reaction Database (ORD), a public repository of structured organic reaction records. The task is: describe an organic reaction: reactants, conditions, products, and yield The reactants are CCOCC, CC(=O)CC(C)=O, COc1ccc(N)cc1C1=NC(=O)C2=NN=NC2=N1. Yields the product COc1ccc(NC(C)=CC(C)=O)cc1C1=NC(=O)C2=NN=NC2=N1. As a reaction SMILES: [CH3:20][CH2:21][O:22][CH2:23][CH3:24].[CH3:25][C:26](=[O:27])[CH2:28][C:29]([CH3:30])=[O:31].[NH2:1][c:2]1[cH:3][cH:4][c:5]([O:18][CH3:19])[c:6]([C:8]2=[N:9][C:10](=[O:17])[C:11]3=[N:12][N:13]=[N:14][C:15]3=[N:16]2)[cH:7]1>>[NH:1]([c:2]1[cH:3][cH:4][c:5]([O:18][CH3:19])[c:6]([C:8]2=[N:9][C:10](=[O:17])[C:11]3=[N:12][N:13]=[N:14][C:15]3=[N:16]2)[cH:7]1)[C:29](=[CH:28][C:26]([CH3:25])=[O:27])[CH3:30].